describe an organic reaction: reactants, conditions, products, and yield From a dataset of the Open Reaction Database (ORD), a public repository of structured organic reaction records. Reactants: CCCCCCCCCCCCCCCc1cccc(OCC)c1CO, ClCCl, O=[Cr](=O)([O-])OCl, c1cc[nH+]cc1. Product: CCCCCCCCCCCCCCCc1cccc(OCC)c1C=O. RXN SMILES: [CH2:13]([CH3:14])[O:15][c:16]1[c:17]([CH2:18][OH:19])[c:20]([CH2:24][CH2:25][CH2:26][CH2:27][CH2:28][CH2:29][CH2:30][CH2:31][CH2:32][CH2:33][CH2:34][CH2:35][CH2:36][CH2:37][CH3:38])[cH:21][cH:22][cH:23]1.[Cl:39][CH2:40][Cl:41].[Cr:1]([O-:2])([O:3][Cl:4])(=[O:5])=[O:6].[nH+:7]1[cH:8][cH:9][cH:10][cH:11][cH:12]1>>[CH2:13]([CH3:14])[O:15][c:16]1[c:17]([CH:18]=[O:19])[c:20]([CH2:24][CH2:25][CH2:26][CH2:27][CH2:28][CH2:29][CH2:30][CH2:31][CH2:32][CH2:33][CH2:34][CH2:35][CH2:36][CH2:37][CH3:38])[cH:21][cH:22][cH:23]1. The product is CCc1cc(Cl)ccc1Cl. As a reaction SMILES: [Cl:2][c:3]1[c:4]([C:10]([CH3:11])=[O:12])[cH:5][c:6]([Cl:9])[cH:7][cH:8]1.[ClH:1].[OH2:14].[Zn:13]>>[Cl:2][c:3]1[c:4]([CH2:10][CH3:11])[cH:5][c:6]([Cl:9])[cH:7][cH:8]1. Reactants: CC(=O)c1cc(Cl)ccc1Cl, Cl, O, [Zn]. Reactants: C(=O)(OC(C)(C)C)NCCN[C@@H](C(=O)NN1C[C@H](CC1)N(C(C(C)C)=O)C1CCCCC1)CC1=CC=C(C=C1)Cl ((2R)-2-[2-(BOC)aminoethyl]amino-N-{(3S)-3-[cyclohexyl(isobutyryl)amino]pyrrolidine-1-yl}-3-(4-chlorophenyl)propionamide), C=O (formaline). Yields the product CC(CN[C@@H](C(=O)NN1C[C@H](CC1)N(C(C(C)C)=O)C1CCCCC1)CC1=CC=C(C=C1)Cl)NC(=O)OC(C)(C)C ((2R)-2-{methyl[2-(BOC)aminoethyl]}amino-N-{(3S)-3-[cyclohexyl(isobutyryl)amino]pyrrolidine-1-yl}-3-(4-chlorophenyl)propionamide). Reaction SMILES: [C:1]([NH:8][CH2:9][CH2:10][NH:11][C@H:12]([CH2:33][C:34]1[CH:39]=[CH:38][C:37]([Cl:40])=[CH:36][CH:35]=1)[C:13]([NH:15][N:16]1[CH2:20][CH2:19][C@H:18]([N:21]([CH:27]2[CH2:32][CH2:31][CH2:30][CH2:29][CH2:28]2)[C:22](=[O:26])[CH:23]([CH3:25])[CH3:24])[CH2:17]1)=[O:14])([O:3][C:4]([CH3:7])([CH3:6])[CH3:5])=[O:2].[CH2:41]=O>>[CH3:41][CH:9]([NH:8][C:1]([O:3][C:4]([CH3:5])([CH3:6])[CH3:7])=[O:2])[CH2:10][NH:11][C@H:12]([CH2:33][C:34]1[CH:35]=[CH:36][C:37]([Cl:40])=[CH:38][CH:39]=1)[C:13]([NH:15][N:16]1[CH2:20][CH2:19][C@H:18]([N:21]([CH:27]2[CH2:28][CH2:29][CH2:30][CH2:31][CH2:32]2)[C:22](=[O:26])[CH:23]([CH3:25])[CH3:24])[CH2:17]1)=[O:14]. Procedure details: The title compound was prepared following the procedure described in Step A of Example 3 using (2R)-2-[2-(BOC)aminoethyl]amino-N-{(3S)-3-[cyclohexyl(isobutyryl)amino]pyrrolidine-1-yl}-3-(4-chlorophenyl)propionamide prepared in Step A of Example 360 and formaline. Reactants: CC1=NOC(=C1C=1C=C2C3(C(NC2=C(C1)OC)=O)OCCO3)C (5′-(3,5-dimethylisoxazol-4-yl)-7′-methoxyspiro[[1,3]dioxolane-2,3′-indolin]-2′-one), C(C)(=O)O (acetic acid), Cl (hydrogen chloride). The solvent is CCOC(=O)C (EtOAc). Run at time 1.5 hour. Product: CC1=NOC(=C1C=1C=C2C(C(NC2=C(C1)OC)=O)=O)C (5-(3,5-dimethylisoxazol-4-yl)-7-methoxyindoline-2,3-dione). RXN SMILES: [CH3:1][C:2]1[C:6]([C:7]2[CH:8]=[C:9]3[C:13](=[C:14]([O:16][CH3:17])[CH:15]=2)[NH:12][C:11](=[O:18])[C:10]23OCC[O:19]2)=[C:5]([CH3:23])[O:4][N:3]=1.C(O)(=O)C.Cl>CCOC(C)=O>[CH3:1][C:2]1[C:6]([C:7]2[CH:8]=[C:9]3[C:13](=[C:14]([O:16][CH3:17])[CH:15]=2)[NH:12][C:11](=[O:18])[C:10]3=[O:19])=[C:5]([CH3:23])[O:4][N:3]=1. Procedure: A solution of compound 5′-(3,5-dimethylisoxazol-4-yl)-7′-methoxyspiro[[1,3]dioxolane-2,3′-indolin]-2′-one (57 mg, 0.18 mmol), acetic acid (1 mL), and hydrogen chloride solution (4 mL) was heated to 90° C. After 1.5 h, the mixture was cooled, EtOAc (20 mL) was added, washed with brine (15 mL×3), dried over Na2SO4, concentrated in vacuo to give the expected compound 5-(3,5-dimethylisoxazol-4-yl)-7-methoxyindoline-2,3-dione as a dark red solid (50 mg, crude, 102%). This material was used in the nex... Reactants: ClC1=CC(=C(C(=C1)F)C(C1=CNC2=C(C=CC=C12)CSC)C1=CC=C(C=C1)F)F (3-[(4-Chloro-2,6-difluorophenyl)(4-fluorophenyl)methyl]-7-[(methylsulfanyl)methyl]-1H-indole), ClC1=CC=C(C=C1)C(C1=CNC2=C(C=CC=C12)CS(=O)C)C1=CC=C(C=C1)Cl (3-[Bis(4-chlorophenyl)methyl]-7-[(methylsulfinyl)methyl]-1H-indole). Yields the product ClC1=CC(=C(C(=C1)F)C(C1=CNC2=C(C=CC=C12)CS(=O)C)C1=CC=C(C=C1)F)F (3-[(4-Chloro-2,6-difluorophenyl)(4-fluorophenyl)methyl]-7-[(methylsulfinyl)methyl]-1H-indole). RXN SMILES: [Cl:1][C:2]1[CH:7]=[C:6]([F:8])[C:5]([CH:9]([C:22]2[CH:27]=[CH:26][C:25]([F:28])=[CH:24][CH:23]=2)[C:10]2[C:18]3[C:13](=[C:14]([CH2:19][S:20][CH3:21])[CH:15]=[CH:16][CH:17]=3)[NH:12][CH:11]=2)=[C:4]([F:29])[CH:3]=1.ClC1C=CC(C(C2C=CC(Cl)=CC=2)C2C3C(=C(CS(C)=[O:49])C=CC=3)NC=2)=CC=1>>[Cl:1][C:2]1[CH:3]=[C:4]([F:29])[C:5]([CH:9]([C:22]2[CH:23]=[CH:24][C:25]([F:28])=[CH:26][CH:27]=2)[C:10]2[C:18]3[C:13](=[C:14]([CH2:19][S:20]([CH3:21])=[O:49])[CH:15]=[CH:16][CH:17]=3)[NH:12][CH:11]=2)=[C:6]([F:8])[CH:7]=1. Reported procedure: The title compound was prepared starting from 40 mg (0.09 mmol) of the compound from Example 285 in analogy to the synthesis of the compound from Example 296. 38 mg (92% of theory) of the target compound were obtained as mixture of diastereomers.